describe an organic reaction: reactants, conditions, products, and yield From a dataset of the Open Reaction Database (ORD), a public repository of structured organic reaction records. Starting materials: ClC1=CN=C2N1CCNC2 (3-Chloro-5,6,7,8-tetrahydroimidazo[1,2-a]pyrazine), CCN(CC)CC1=CC=CC=C1.C=CC1=CC=CC=C1.C=CC1=CC=C(C=C1)C=C (diethylaminomethyl polystyrene), ClC1=C(C(=O)Cl)C=CC=C1C(F)(F)F (2-chloro-3-(trifluoromethyl)benzoyl chloride). Run in ClCCl (dichloromethane). Reaction conditions: time 24 hour. Yields the product ClC1=CN=C2N1CCN(C2)C(=O)C2=C(C(=CC=C2)C(F)(F)F)Cl (3-chloro-7-{[2-chloro-3-(trifluoromethyl)phenyl]carbonyl}-5,6,7,8-tetrahydroimidazo[1,2-a]pyrazine). Isolated yield 87.5%. As a reaction SMILES: [Cl:1][C:2]1[N:6]2[CH2:7][CH2:8][NH:9][CH2:10][C:5]2=[N:4][CH:3]=1.CCN(CC1C=CC=CC=1)CC.C=CC1C=CC=CC=1.C=CC1C=CC(C=C)=CC=1.[Cl:41][C:42]1[C:50]([C:51]([F:54])([F:53])[F:52])=[CH:49][CH:48]=[CH:47][C:43]=1[C:44](Cl)=[O:45]>ClCCl>[Cl:1][C:2]1[N:6]2[CH2:7][CH2:8][N:9]([C:44]([C:43]3[CH:47]=[CH:48][CH:49]=[C:50]([C:51]([F:52])([F:53])[F:54])[C:42]=3[Cl:41])=[O:45])[CH2:10][C:5]2=[N:4][CH:3]=1 |f:1.2.3|. Reported procedure: 3-Chloro-5,6,7,8-tetrahydroimidazo[1,2-a]pyrazine (I20) (450 mg, 2.86 mmol) and diethylaminomethyl polystyrene (2855 mg, 9.14 mmol) were slurried in dichloromethane (DCM) (10 mL) and treated with 2-chloro-3-(trifluoromethyl)benzoyl chloride (763 mg, 3.14 mmol). The slurry was stirred at RT for 24 h, whereupon the resin was filtered and washed with dichloromethane (20 mL). The filtrate was concentrated in vacuo to afford 911 mg of material that was purified by flash chromatography (Isolera, 10 g,...